Dataset: the Open Reaction Database (ORD), a public repository of structured organic reaction records. Task: describe an organic reaction: reactants, conditions, products, and yield Starting materials: FC1=CC=C(COC2=C(C=CC=C2C2=NC(=CC=C2)C(=C)C2=CC=CC=C2)C2=CC=CC=C2)C=C1 (2-(2-(4-Fluorobenzyloxy)biphenyl-3-yl)-6-(1-phenylvinyl)pyridine). The reagents and catalysts are [Pd] (palladium). The solvent is C(C)O (ethanol). Run at time 18 hour. Product: C1(=CC=CC=C1)C(C)C1=CC=CC(=N1)C1=C(C(=CC=C1)C1=CC=CC=C1)O (3-(6-(1-Phenylethyl)pyridin-2-yl)biphenyl-2-ol). Isolated yield 87.0%. As a reaction SMILES: FC1C=CC(C[O:7][C:8]2[C:13]([C:14]3[CH:19]=[CH:18][CH:17]=[C:16]([C:20]([C:22]4[CH:27]=[CH:26][CH:25]=[CH:24][CH:23]=4)=[CH2:21])[N:15]=3)=[CH:12][CH:11]=[CH:10][C:9]=2[C:28]2[CH:33]=[CH:32][CH:31]=[CH:30][CH:29]=2)=CC=1>C(O)C.[Pd]>[C:22]1([CH:20]([C:16]2[N:15]=[C:14]([C:13]3[CH:12]=[CH:11][CH:10]=[C:9]([C:28]4[CH:29]=[CH:30][CH:31]=[CH:32][CH:33]=4)[C:8]=3[OH:7])[CH:19]=[CH:18][CH:17]=2)[CH3:21])[CH:23]=[CH:24][CH:25]=[CH:26][CH:27]=1. Procedure details: Compound 10 (1.5 g, 3.3 mmol, 1.0 equiv) was dissolved in ethanol (50 mL) and 10% palladium (50% aqueous) on carbon (0.2 g) was added. The material was shaken on a Parr hydrogenator under a hydrogen atmosphere (30 psi) for 18 hr. The reaction was filtered through a bed of Celite and rinsed with dichloromethane (100 mL). The product was absorbed onto silica gel (4 g) by concentration under reduced pressure. This material was purified on a silica gel column (30 g) by eluting with heptanes (200 mL)... Starting materials: Cl.Cl.BrC1=C(C=CC=C1)NC1CCNCC1 ((2-bromo-phenyl)-piperidin-4-yl-amine dihydrochloride), C1(=CC=CC=C1)NC1=CC=C(C(=O)NCC(=O)O)C=C1 ((4-phenylamino-benzoylamino)-acetic acid), CCN(C(C)C)C(C)C (DIPEA), C=1C=CC2=C(C1)N=NN2O (HOBt), CCN=C=NCCCN(C)C.Cl (EDCI.HCl). The solvent is CN(C)C=O (DMF), O (water). Run at time 8 hour. Product: BrC1=C(C=CC=C1)NC1CCN(CC1)C(CNC(C1=CC=C(C=C1)NC1=CC=CC=C1)=O)=O (N-{2-[4-(2-bromo-phenylamino)-piperidin-1-yl]-2-oxo-ethyl}-4-phenylamino-benzamide). Isolated yield 30.8%. Reaction SMILES: [C:1]1([NH:7][C:8]2[CH:20]=[CH:19][C:11]([C:12]([NH:14][CH2:15][C:16]([OH:18])=O)=[O:13])=[CH:10][CH:9]=2)[CH:6]=[CH:5][CH:4]=[CH:3][CH:2]=1.CCN(C(C)C)C(C)C.C1C=CC2N(O)N=NC=2C=1.CCN=C=NCCCN(C)C.Cl.Cl.Cl.[Br:54][C:55]1[CH:60]=[CH:59][CH:58]=[CH:57][C:56]=1[NH:61][CH:62]1[CH2:67][CH2:66][NH:65][CH2:64][CH2:63]1>CN(C=O)C.O>[Br:54][C:55]1[CH:60]=[CH:59][CH:58]=[CH:57][C:56]=1[NH:61][CH:62]1[CH2:67][CH2:66][N:65]([C:16](=[O:18])[CH2:15][NH:14][C:12](=[O:13])[C:11]2[CH:10]=[CH:9][C:8]([NH:7][C:1]3[CH:2]=[CH:3][CH:4]=[CH:5][CH:6]=3)=[CH:20][CH:19]=2)[CH2:64][CH2:63]1 |f:3.4,5.6.7|. Reported procedure: To a stirred solution of (4-phenylamino-benzoylamino)-acetic acid (0.074 g, 0.00027 mol) in DMF (5 mL) was added DIPEA (0.088 g, 0.0006827 mol), HOBt (0.036 g, 0.00027 mol) and EDCI.HCl (0.065 g, 0.00034 mol) at ambient temperature. After 2 minutes (2-bromo-phenyl)-piperidin-4-yl-amine dihydrochloride (0.066 g, 0.00023 mol) and the resulting mixture was stirred overnight. The reaction mixture was then diluted with cold water and the product was extracted with ethyl acetate. The ethyl acetate lay... The reactants are CON(C)C(=O)c1cn(Cc2cccc(Br)n2)c2nc(C)ccc2c1=O, CC(C)[Mg+], [Cl-], Cc1cc(I)cnc1C, C1CCOC1, O. Product: Cc1ccc2c(=O)c(C(=O)c3cnc(C)c(C)c3)cn(Cc3cccc(Br)n3)c2n1. Reaction SMILES: [CH3:15][O:16][N:17]([C:18](=[O:19])[c:20]1[cH:21][n:22]([CH2:32][c:33]2[n:34][c:35]([Br:39])[cH:36][cH:37][cH:38]2)[c:23]2[n:24][c:25]([CH3:31])[cH:26][cH:27][c:28]2[c:29]1=[O:30])[CH3:40].[CH:2]([Mg+:3])([CH3:4])[CH3:5].[Cl-:1].[I:6][c:7]1[cH:8][c:9]([CH3:14])[c:10]([CH3:13])[n:11][cH:12]1.[O:42]1[CH2:43][CH2:44][CH2:45][CH2:46]1.[OH2:41]>>[c:7]1([C:18](=[O:19])[c:20]2[cH:21][n:22]([CH2:32][c:33]3[n:34][c:35]([Br:39])[cH:36][cH:37][cH:38]3)[c:23]3[n:24][c:25]([CH3:31])[cH:26][cH:27][c:28]3[c:29]2=[O:30])[cH:8][c:9]([CH3:14])[c:10]([CH3:13])[n:11][cH:12]1. The reactants are CS(=O)(=O)OCCC1OCCc2cc(C#N)ccc21, CC1CN(c2cccc3cc(F)ccc23)CCN1. The product is CC1CN(c2cccc3cc(F)ccc23)CCN1CCC1OCCc2cc(C#N)ccc21. As a reaction SMILES: [CH3:1][S:2]([O:3][CH2:6][CH2:7][CH:8]1[O:9][CH2:10][CH2:11][c:12]2[c:13]1[cH:14][cH:15][c:16]([C:18]#[N:19])[cH:17]2)(=[O:4])=[O:5].[F:20][c:21]1[cH:22][c:23]2[cH:24][cH:25][cH:26][c:27]([N:31]3[CH2:32][CH:33]([CH3:37])[NH:34][CH2:35][CH2:36]3)[c:28]2[cH:29][cH:30]1>>[CH2:6]([CH2:7][CH:8]1[O:9][CH2:10][CH2:11][c:12]2[c:13]1[cH:14][cH:15][c:16]([C:18]#[N:19])[cH:17]2)[N:34]1[CH:33]([CH3:37])[CH2:32][N:31]([c:27]2[cH:26][cH:25][cH:24][c:23]3[cH:22][c:21]([F:20])[cH:30][cH:29][c:28]32)[CH2:36][CH2:35]1. The product is Clc1cccc(COC(CNc2ccc(Cl)cc2Cl)Cn2ccnc2)c1. As a reaction SMILES: [Cl:19][c:20]1[cH:21][c:22]([CH2:23][Br:24])[cH:25][cH:26][cH:27]1.[Cl:1][c:2]1[c:3]([NH:4][CH2:5][CH:6]([CH2:7][n:8]2[cH:9][n:10][cH:11][cH:12]2)[OH:13])[cH:14][cH:15][c:16]([Cl:18])[cH:17]1>>[Cl:1][c:2]1[c:3]([NH:4][CH2:5][CH:6]([CH2:7][n:8]2[cH:9][n:10][cH:11][cH:12]2)[O:13][CH2:23][c:22]2[cH:21][c:20]([Cl:19])[cH:27][cH:26][cH:25]2)[cH:14][cH:15][c:16]([Cl:18])[cH:17]1. The reactants are Clc1cccc(CBr)c1, OC(CNc1ccc(Cl)cc1Cl)Cn1ccnc1. Reactants: CC(C)(C)C#CC=CCBr, CC(=O)c1cccc(CNC(C)C)c1, [Na+], [Na+], O=C([O-])[O-]. Product: CC(=O)c1cccc(CN(CC=CC#CC(C)(C)C)C(C)C)c1. As a reaction SMILES: [Br:21][CH2:22][CH:23]=[CH:24][C:25]#[C:26][C:27]([CH3:28])([CH3:29])[CH3:30].[CH:1]([CH3:2])([CH3:3])[NH:4][CH2:5][c:6]1[cH:7][c:8]([C:12]([CH3:13])=[O:14])[cH:9][cH:10][cH:11]1.[Na+:15].[Na+:16].[O-:17][C:18](=[O:19])[O-:20]>>[CH:1]([CH3:2])([CH3:3])[N:4]([CH2:5][c:6]1[cH:7][c:8]([C:12]([CH3:13])=[O:14])[cH:9][cH:10][cH:11]1)[CH2:22][CH:23]=[CH:24][C:25]#[C:26][C:27]([CH3:28])([CH3:29])[CH3:30]. Reactants: BrCCCCCCBr, CCCC[N+](CCCC)(CCCC)CCCC, [K+], [OH-], O=S(=O)([O-])O, OCCCCc1ccccc1. Product: BrCCCCCCOCCCCc1ccccc1. RXN SMILES: [Br:12][CH2:13][CH2:14][CH2:15][CH2:16][CH2:17][CH2:18][Br:19].[CH2:27]([N+:28]([CH2:29][CH2:30][CH2:31][CH3:32])([CH2:33][CH2:34][CH2:35][CH3:36])[CH2:37][CH2:38][CH2:39][CH3:40])[CH2:41][CH2:42][CH3:43].[K+:21].[OH-:20].[S:22]([O-:23])([OH:24])(=[O:25])=[O:26].[c:1]1([CH2:7][CH2:8][CH2:9][CH2:10][OH:11])[cH:2][cH:3][cH:4][cH:5][cH:6]1>>[c:1]1([CH2:7][CH2:8][CH2:9][CH2:10][O:11][CH2:18][CH2:17][CH2:16][CH2:15][CH2:14][CH2:13][Br:12])[cH:2][cH:3][cH:4][cH:5][cH:6]1.